The task is: describe an organic reaction: reactants, conditions, products, and yield. This data is from the Open Reaction Database (ORD), a public repository of structured organic reaction records. Starting materials: N(=[N+]=[N-])CC=1OC2=C(C1)C=C(C=C2)Cl (2-(azidomethyl)-5-chloro-1-benzofuran), C1=CC=C(C=C1)P(C2=CC=CC=C2)C3=CC=CC=C3 (PPh3). Reaction conditions: temperature 60 celsius, time 3 hour. Run in O1CCCC1 (tetrahydrofuran), O (water). Product: ClC=1C=CC2=C(C=C(O2)CN)C1 ((5-chloro-1-benzofuran-2-yl)methanamine). Procedure: To a solution of 2-(azidomethyl)-5-chloro-1-benzofuran (500 mg, 2.44 mmol) in tetrahydrofuran (10 ml) and water (1 ml) was added PPh3 (759 mg, 2.89 mmol) and the contents were stirred for 3 hours at 60° C. The resulting mixture was concentrated under vacuum to give a residue, which was purified by silica gel column chromatography eluting with methanol in dichloromethane to afford (5-chloro-1-benzofuran-2-yl)methanamine as a colorless liquid (420 mg, crude). (ES, m/z): [M+H]+ 182.0; 1H NMR (400 M... As a reaction SMILES: [N:1]([CH2:4][C:5]1[O:6][C:7]2[CH:13]=[CH:12][C:11]([Cl:14])=[CH:10][C:8]=2[CH:9]=1)=[N+]=[N-].C1C=CC(P(C2C=CC=CC=2)C2C=CC=CC=2)=CC=1>O1CCCC1.O>[Cl:14][C:11]1[CH:12]=[CH:13][C:7]2[O:6][C:5]([CH2:4][NH2:1])=[CH:9][C:8]=2[CH:10]=1.